From a dataset of the Open Reaction Database (ORD), a public repository of structured organic reaction records. describe an organic reaction: reactants, conditions, products, and yield Starting materials: ClC=1C=C(N)C=C(C1)Cl (3,5-dichloroaniline), C(C(=O)C)(=O)OCC (ethyl pyruvate). Yields the product C(C)OC([C@@H](NC1=CC(=CC(=C1)Cl)Cl)C)=O (N-(3,5-dichlorophenyl)alanine ethyl ester). Reaction SMILES: [Cl:1][C:2]1[CH:3]=[C:4]([CH:6]=[C:7]([Cl:9])[CH:8]=1)[NH2:5].[C:10]([O:15][CH2:16][CH3:17])(=[O:14])[C:11]([CH3:13])=O>>[CH2:16]([O:15][C:10](=[O:14])[C@H:11]([CH3:13])[NH:5][C:4]1[CH:3]=[C:2]([Cl:1])[CH:8]=[C:7]([Cl:9])[CH:6]=1)[CH3:17]. Procedure details: Following General Procedure AA above and using 3,5-dichloroaniline (Aldrich) and ethyl pyruvate (Aldrich), the title compound was prepared. Starting materials: CC(N=C=NC(C)C)C (DIC), FC(COC1=C(C(=O)O)C=C(C(=C1)N)N)F (2-(2,2-difluoro-ethoxy)-4,5-diamino-benzoic acid), ClC1=C(CNC(C(C)(C)C)=O)C=CC(=C1N=C=S)Cl (N-(2,4-dichloro-3-isothiocyanato-benzyl)-2,2-dimethyl-propionamide), FC(C(O[Si](C)(C)C)=N[Si](C)(C)C)(F)F (BSTFA). Run in CC(=O)O (HOAc), CC#N (MeCN). Reaction conditions: time 48 hour. The product is ClC1=C(C(=CC=C1CNC(C(C)(C)C)=O)Cl)NC1=NC2=C(N1)C=C(C(=C2)C(=O)O)OCC(F)F (2-{2,6-Dichloro-3-[(2,2-dimethyl-propionylamino)-methyl]-phenylamino}-6-(2,2-difluoro-ethoxy)-1H-benzimidazole-5-carboxylic acid). RXN SMILES: [F:1][CH:2]([F:16])[CH2:3][O:4][C:5]1[CH:13]=[C:12]([NH2:14])[C:11]([NH2:15])=[CH:10][C:6]=1[C:7]([OH:9])=[O:8].[Cl:17][C:18]1[C:31]([N:32]=[C:33]=S)=[C:30]([Cl:35])[CH:29]=[CH:28][C:19]=1[CH2:20][NH:21][C:22](=[O:27])[C:23]([CH3:26])([CH3:25])[CH3:24].FC(F)(F)C(=N[Si](C)(C)C)O[Si](C)(C)C.CC(C)N=C=NC(C)C>CC(O)=O.CC#N>[Cl:17][C:18]1[C:19]([CH2:20][NH:21][C:22](=[O:27])[C:23]([CH3:24])([CH3:25])[CH3:26])=[CH:28][CH:29]=[C:30]([Cl:35])[C:31]=1[NH:32][C:33]1[NH:14][C:12]2[CH:13]=[C:5]([O:4][CH2:3][CH:2]([F:16])[F:1])[C:6]([C:7]([OH:9])=[O:8])=[CH:10][C:11]=2[N:15]=1. Procedure: A mixture of 2-(2,2-difluoro-ethoxy)-4,5-diamino-benzoic acid (732 mg, 3.15 mmol), N-(2,4-dichloro-3-isothiocyanato-benzyl)-2,2-dimethyl-propionamide (1.00 g, 3.15 mmol) and MeCN (15 mL) is stirred for 48 h, then BSTFA (1.03 mL, 3.15 mmol) is added and it is stirred at reflux for 10 min. Then DIC (0.494 mL, 3.15 mmol) is added and it is stirred for another 4 h. The mixture is cooled to rt, diluted with HOAc and concentrated. The residue is stirred with 1N NaOH, filtered and the filtrate is acidi... Starting materials: [Al+3], CC(C)(C)Cl, Cc1ccccc1C, [Cl-], [Cl-], [Cl-], Cl, [Na+], [OH-]. Product: Cc1ccc(C(C)(C)C)cc1C. RXN SMILES: [Al+3:10].[C:13]([CH3:14])([CH3:15])([CH3:16])[Cl:17].[CH3:1][c:2]1[cH:3][cH:4][cH:5][cH:6][c:7]1[CH3:8].[Cl-:11].[Cl-:12].[Cl-:9].[ClH:18].[Na+:20].[OH-:19]>>[CH3:1][c:2]1[cH:3][c:4]([C:13]([CH3:14])([CH3:15])[CH3:16])[cH:5][cH:6][c:7]1[CH3:8]. Starting materials: ClB(Cl)Cl, CCOC(=O)COc1cc(OC)c2c(c1Cl)OC1(CCCCC1)CC2=O, ClCCl, O. Yields the product CCOC(=O)COc1cc(O)c2c(c1Cl)OC1(CCCCC1)CC2=O. As a reaction SMILES: [B:27]([Cl:28])([Cl:29])[Cl:30].[Cl:1][c:2]1[c:3]([O:20][CH2:21][C:22](=[O:23])[O:24][CH2:25][CH3:26])[cH:4][c:5]([O:18][CH3:19])[c:6]2[c:11]1[O:10][C:9]1([CH2:8][C:7]2=[O:17])[CH2:12][CH2:13][CH2:14][CH2:15][CH2:16]1.[Cl:32][CH2:33][Cl:34].[OH2:31]>>[Cl:1][c:2]1[c:3]([O:20][CH2:21][C:22](=[O:23])[O:24][CH2:25][CH3:26])[cH:4][c:5]([OH:18])[c:6]2[c:11]1[O:10][C:9]1([CH2:8][C:7]2=[O:17])[CH2:12][CH2:13][CH2:14][CH2:15][CH2:16]1.